This data is from the Open Reaction Database (ORD), a public repository of structured organic reaction records. The task is: describe an organic reaction: reactants, conditions, products, and yield Reactants: C1(CCCC1)C(=O)O (cyclopentanecarboxylic acid), [OH-].[Na+] (NaOH), O (water), C(C)[C@@H]1[C@@H]([C@]2(C)[C@@H](C1)[C@@H]1CCC3=CC(CC[C@@H]3[C@H]1CC2)=O)OC(CBr)=O (16β-ethyl-17β-bromoacetoxy-4-estren-3-one). The solvent is CC(=O)C (acetone). Yields the product C(C)[C@@H]1[C@@H]([C@]2(C)[C@@H](C1)[C@@H]1CCC3=CC(CC[C@@H]3[C@H]1CC2)=O)OC(COC(=O)C2CCCC2)=O (16β-Ethyl-17β-cyclopentanecarbonyloxyacetoxy-4-estren-3-one). Isolated yield 106.6%. As a reaction SMILES: [CH:1]1([C:6]([OH:8])=[O:7])[CH2:5][CH2:4][CH2:3][CH2:2]1.[OH-].[Na+].O.[CH2:12]([C@H:14]1[CH2:19][C@H:18]2[C@H:20]3[C@H:29]([CH2:30][CH2:31][C@:16]2([CH3:17])[C@H:15]1[O:33][C:34](=[O:37])[CH2:35]Br)[C@@H:28]1[C:23](=[CH:24][C:25](=[O:32])[CH2:26][CH2:27]1)[CH2:22][CH2:21]3)[CH3:13]>CC(C)=O>[CH2:12]([C@H:14]1[CH2:19][C@H:18]2[C@H:20]3[C@H:29]([CH2:30][CH2:31][C@:16]2([CH3:17])[C@H:15]1[O:33][C:34](=[O:37])[CH2:35][O:7][C:6]([CH:1]1[CH2:5][CH2:4][CH2:3][CH2:2]1)=[O:8])[C@@H:28]1[C:23](=[CH:24][C:25](=[O:32])[CH2:26][CH2:27]1)[CH2:22][CH2:21]3)[CH3:13] |f:1.2|. Procedure details: In 40 ml of acetone is dissolved 0.6 g of cyclopentanecarboxylic acid, and 6.0 ml of 1N-NaOH and 16 ml of water are added, followed by addition of 1.2 g of 16β-ethyl-17β-bromoacetoxy-4-estren-3-one. The mixture is refluxed for 6 hours. The solvent is distilled off under reduced pressure and the residue is extracted with 150 ml of ethyl acetate. The organic layer is separated, washed with water and saturated aqueous sodium chloride solution and dried over anhydrous magnesium sulfate. The solvent ... Starting materials: CO, CCOC(=O)C1=C(C)NC(C)=C(C(=O)OCC)C1c1cc([N+](=O)[O-])ccc1OCCCCN, c1ccc(OCC2CO2)cc1. Yields the product CCOC(=O)C1=C(C)NC(C)=C(C(=O)OCC)C1c1cc([N+](=O)[O-])ccc1OCCCCNCC(O)COc1ccccc1. As a reaction SMILES: [CH3:45][OH:46].[NH2:1][CH2:2][CH2:3][CH2:4][CH2:5][O:6][c:7]1[c:8]([CH:16]2[C:17]([C:29](=[O:30])[O:31][CH2:32][CH3:33])=[C:18]([CH3:28])[NH:19][C:20]([CH3:27])=[C:21]2[C:22](=[O:23])[O:24][CH2:25][CH3:26])[cH:9][c:10]([N+:13](=[O:14])[O-:15])[cH:11][cH:12]1.[c:34]1([O:40][CH2:41][CH:42]2[CH2:43][O:44]2)[cH:35][cH:36][cH:37][cH:38][cH:39]1>>[NH:1]([CH2:2][CH2:3][CH2:4][CH2:5][O:6][c:7]1[c:8]([CH:16]2[C:17]([C:29](=[O:30])[O:31][CH2:32][CH3:33])=[C:18]([CH3:28])[NH:19][C:20]([CH3:27])=[C:21]2[C:22](=[O:23])[O:24][CH2:25][CH3:26])[cH:9][c:10]([N+:13](=[O:14])[O-:15])[cH:11][cH:12]1)[CH2:43][CH:42]([CH2:41][O:40][c:34]1[cH:35][cH:36][cH:37][cH:38][cH:39]1)[OH:44]. Reactants: BrC1=C(C=CC(=C1)F)O (2-bromo-4-fluorophenol), C([O-])([O-])=O.[K+].[K+] (potassium carbonate), COCCBr (2-bromoethyl methyl ether), resultant solution. Run in C(C)#N (acetonitrile). The product is BrC1=C(C=CC(=C1)F)OCCOC (2-Bromo-4-fluoro-1-(2-methoxyethoxy)-benzene). Isolated yield 65.8%. As a reaction SMILES: [Br:1][C:2]1[CH:7]=[C:6]([F:8])[CH:5]=[CH:4][C:3]=1[OH:9].C(=O)([O-])[O-].[K+].[K+].[CH3:16][O:17][CH2:18][CH2:19]Br>C(#N)C>[Br:1][C:2]1[CH:7]=[C:6]([F:8])[CH:5]=[CH:4][C:3]=1[O:9][CH2:19][CH2:18][O:17][CH3:16] |f:1.2.3|. Procedure details: To a solution of 2-bromo-4-fluorophenol (1.2 g, 6.28 mmol) in acetonitrile (10 ml) was added potassium carbonate (2.78 g, 20 mmol) and 2-bromoethyl methyl ether (0.85 ml, 9.5 mmol). The resultant solution was heated to reflux for 16 hours. The reaction mixture was cooled then concentrated in vacuo. tert-Butyl-dimethyl ether (20 ml) and sodium hydroxide (1M aqueous solution) (10 ml) were added and the layers were separated. The organic layer was washed with saturated brine solution (10 ml) then d... The reactants are FC=1C=C(C=CC1)N(C(=O)C1=CC2=C(N(C(=N2)CNC2=CC=C(C=C2)C#N)C)C=C1)CCC(=O)OCC (1-methyl-2-[N-(4-cyanophenyl)aminomethyl]benzimidazol-5-yl-carboxylic acid-N-(3-fluorophenyl)-N-(2-ethoxycarbonylethyl)amide), Cl (hydrochloric acid), C(C)O (ethanol), C([O-])([O-])=O.[NH4+].[NH4+] (ammonium carbonate), C28H29FN6O3. Solvent: ClCCl.CO (dichloromethane methanol). The product is Cl.FC=1C=C(C=CC1)N(C(=O)C1=CC2=C(N(C(=N2)CNC2=CC=C(C=C2)C(N)=N)C)C=C1)CCC(=O)OCC (1-Methyl-2-[N-(4-amidinophenyl)aminomethyl]benzimidazol-5-yl-carboxylic acid-N-(3-fluorophenyl)-N-(2-ethoxycarbonylethyl)amide hydrochloride). Yield: 42.0%. As a reaction SMILES: [F:1][C:2]1[CH:3]=[C:4]([N:8]([CH2:31][CH2:32][C:33]([O:35][CH2:36][CH3:37])=[O:34])[C:9]([C:11]2[CH:30]=[CH:29][C:14]3[N:15]([CH3:28])[C:16]([CH2:18][NH:19][C:20]4[CH:25]=[CH:24][C:23]([C:26]#[N:27])=[CH:22][CH:21]=4)=[N:17][C:13]=3[CH:12]=2)=[O:10])[CH:5]=[CH:6][CH:7]=1.[ClH:38].C(O)C.C(=O)([O-])[O-].[NH4+:46].[NH4+]>ClCCl.CO>[ClH:38].[F:1][C:2]1[CH:3]=[C:4]([N:8]([CH2:31][CH2:32][C:33]([O:35][CH2:36][CH3:37])=[O:34])[C:9]([C:11]2[CH:30]=[CH:29][C:14]3[N:15]([CH3:28])[C:16]([CH2:18][NH:19][C:20]4[CH:25]=[CH:24][C:23]([C:26](=[NH:46])[NH2:27])=[CH:22][CH:21]=4)=[N:17][C:13]=3[CH:12]=2)=[O:10])[CH:5]=[CH:6][CH:7]=1 |f:3.4.5,6.7,8.9|. Procedure: Prepared analogously to Example 25d from 1-methyl-2-[N-(4-cyanophenyl)aminomethyl]benzimidazol-5-yl-carboxylic acid-N-(3-fluorophenyl)-N-(2-ethoxycarbonylethyl)amide and ethanolic hydrochloric acid, ethanol, and ammonium carbonate. Yield: 42% of theory, C28H29FN6O3 (516.6); Rf value: 0.31 (silica gel; dichloromethane/methanol 5:1); EKA mass spectrum: (M+H)+=517; (M+H+Na)++=270. The reactants are CC1CCN(Cc2ccccc2)CC1N(C)c1ccnc(N)c1[N+](=O)[O-], CCO, [Cl-], [Fe], [NH4+], O. Product: CC1CCN(Cc2ccccc2)CC1N(C)c1ccnc(N)c1N. RXN SMILES: [CH2:1]([c:2]1[cH:3][cH:4][cH:5][cH:6][cH:7]1)[N:8]1[CH2:9][CH:10]([N:15]([c:16]2[c:17]([N+:23]([O-:24])=[O:25])[c:18]([NH2:22])[n:19][cH:20][cH:21]2)[CH3:26])[CH:11]([CH3:14])[CH2:12][CH2:13]1.[CH3:29][CH2:30][OH:31].[Cl-:27].[Fe:33].[NH4+:28].[OH2:32]>>[CH2:1]([c:2]1[cH:3][cH:4][cH:5][cH:6][cH:7]1)[N:8]1[CH2:9][CH:10]([N:15]([c:16]2[c:17]([NH2:23])[c:18]([NH2:22])[n:19][cH:20][cH:21]2)[CH3:26])[CH:11]([CH3:14])[CH2:12][CH2:13]1. Starting materials: CC(=O)OC(C)=O, O, O=C(O)c1csc2ccc(O)cc12, c1ccncc1. Yields the product CC(=O)Oc1ccc2scc(C(=O)O)c2c1. As a reaction SMILES: [CH3:15][C:16](=[O:17])[O:18][C:19](=[O:20])[CH3:21].[OH2:14].[OH:1][c:2]1[cH:3][c:4]2[c:5]([s:6][cH:7][c:8]2[C:9](=[O:10])[OH:11])[cH:12][cH:13]1.[cH:22]1[cH:23][cH:24][n:25][cH:26][cH:27]1>>[O:1]([c:2]1[cH:3][c:4]2[c:5]([s:6][cH:7][c:8]2[C:9](=[O:10])[OH:11])[cH:12][cH:13]1)[C:16]([CH3:15])=[O:17]. Reactants: ClC=1C=CC(=C(C(=O)NCC2CCOC3=CC(=C(C=C23)S(N)(=O)=O)OCC)C1)OC (4-(5-chloro-2-methoxybenzamidomethyl)-6-sulfamoyl-7-ethoxychroman), CN=C=S (methyl isothiocyanate). Product: ClC=1C=CC(=C(C(=O)NCC2CCOC3=CC(=C(C=C23)S(=O)(=O)NC(=S)NC)OCC)C1)OC (4-(5-Chloro-2-methoxy-benzamidomethyl)-6-(methylaminothiocarbonylaminosulfonyl)-7-ethoxychroman). Reaction SMILES: [Cl:1][C:2]1[CH:3]=[CH:4][C:5]([O:29][CH3:30])=[C:6]([CH:28]=1)[C:7]([NH:9][CH2:10][CH:11]1[C:20]2[C:15](=[CH:16][C:17]([O:25][CH2:26][CH3:27])=[C:18]([S:21](=[O:24])(=[O:23])[NH2:22])[CH:19]=2)[O:14][CH2:13][CH2:12]1)=[O:8].[CH3:31][N:32]=[C:33]=[S:34]>>[Cl:1][C:2]1[CH:3]=[CH:4][C:5]([O:29][CH3:30])=[C:6]([CH:28]=1)[C:7]([NH:9][CH2:10][CH:11]1[C:20]2[C:15](=[CH:16][C:17]([O:25][CH2:26][CH3:27])=[C:18]([S:21]([NH:22][C:33]([NH:32][CH3:31])=[S:34])(=[O:23])=[O:24])[CH:19]=2)[O:14][CH2:13][CH2:12]1)=[O:8]. Procedure details: 4-(5-Chloro-2-methoxy-benzamidomethyl)-6-(methylaminothiocarbonylaminosulfonyl)-7-ethoxychroman ##STR41## 4-(5-Chloro-2-methoxy-benzamidomethyl)-6-(methylaminothiocarbonylaminosulfonyl)-7-ethoxychroman is prepared as described in Example 4 from 4-(5-chloro-2-methoxybenzamidomethyl)-6-sulfamoyl-7-ethoxychroman and methyl isothiocyanate. Melting point: 202° C. Starting materials: CCO, Cl, [Fe], C[Si](C)(C)CCOCn1nc(C#Cc2ccccc2)c2cc([N+](=O)[O-])ccc21, O. Yields the product C[Si](C)(C)CCOCn1nc(C#Cc2ccccc2)c2cc(N)ccc21. As a reaction SMILES: [CH3:31][CH2:32][OH:33].[ClH:2].[Fe:34].[N+:3]([O-:4])(=[O:5])[c:6]1[cH:7][c:8]2[c:9]([C:23]#[C:24][c:25]3[cH:26][cH:27][cH:28][cH:29][cH:30]3)[n:10][n:11]([CH2:15][O:16][CH2:17][CH2:18][Si:19]([CH3:20])([CH3:21])[CH3:22])[c:12]2[cH:13][cH:14]1.[OH2:1]>>[NH2:3][c:6]1[cH:7][c:8]2[c:9]([C:23]#[C:24][c:25]3[cH:26][cH:27][cH:28][cH:29][cH:30]3)[n:10][n:11]([CH2:15][O:16][CH2:17][CH2:18][Si:19]([CH3:20])([CH3:21])[CH3:22])[c:12]2[cH:13][cH:14]1. Reactants: C(Br)(Br)(Br)Br (carbon tetrabromide), C1(=CC=CC=C1)P(C1=CC=CC=C1)C1=CC=CC=C1 (triphenylphosphine), N1C(=NC=C1)C=O (2-imidazole-carboxaldehyde). Run in C(Cl)Cl (methylene chloride), C(Cl)Cl (methylene chloride), C(Cl)Cl (methylene chloride). Reaction conditions: temperature 0 celsius, time 30 minute. Yields the product BrC(=CC=1NC=CN1)Br (2-(2',2'-Dibromoethenyl)-imidazole). As a reaction SMILES: [C:1]([Br:5])(Br)(Br)[Br:2].C1(P(C2C=CC=CC=2)C2C=CC=CC=2)C=CC=CC=1.[NH:25]1[CH:29]=[CH:28][N:27]=[C:26]1[CH:30]=O>C(Cl)Cl>[Br:2][C:1]([Br:5])=[CH:30][C:26]1[NH:25][CH:29]=[CH:28][N:27]=1. Procedure details: Mix carbon tetrabromide (49.8 g, 150 mmol) and methylene chloride (75 mL) and cool to 0° C. Add, by dropwise addition, a solution of triphenylphosphine (78.6 g, 300 mmol) in methylene chloride (75 mL). Stir at 0° C. for 30 minutes. Add, by dropwise addition, a solution of 2-imidazole-carboxaldehyde (7.57 g, 78.8 mmol) in methylene chloride (75 mL). Remove the cooling bath and stir at room temperature until the reaction is complete. Pour onto ethyl ether and water, separate the organic layer and ... Reactants: CO, Cl, [K+], [OH-], O, CCOC(=O)C(CCCCCCCCC1c2ccc(O)cc2OCC1(C)c1ccc(O)cc1)CCC(F)(F)C(F)(F)C(F)(F)C(F)(F)F. Yields the product CC1(c2ccc(O)cc2)COc2cc(O)ccc2C1CCCCCCCCC(CCC(F)(F)C(F)(F)C(F)(F)C(F)(F)F)C(=O)O. RXN SMILES: [CH3:53][OH:54].[ClH:51].[K+:50].[OH-:49].[OH2:52].[OH:1][c:2]1[cH:3][cH:4][c:5]2[c:10]([cH:11]1)[O:9][CH2:8][C:7]([CH3:12])([c:13]1[cH:14][cH:15][c:16]([OH:19])[cH:17][cH:18]1)[CH:6]2[CH2:20][CH2:21][CH2:22][CH2:23][CH2:24][CH2:25][CH2:26][CH2:27][CH:28]([C:29](=[O:30])[O:31][CH2:32][CH3:33])[CH2:34][CH2:35][C:36]([C:37]([C:38]([C:39]([F:40])([F:41])[F:42])([F:43])[F:44])([F:45])[F:46])([F:47])[F:48]>>[OH:1][c:2]1[cH:3][cH:4][c:5]2[c:10]([cH:11]1)[O:9][CH2:8][C:7]([CH3:12])([c:13]1[cH:14][cH:15][c:16]([OH:19])[cH:17][cH:18]1)[CH:6]2[CH2:20][CH2:21][CH2:22][CH2:23][CH2:24][CH2:25][CH2:26][CH2:27][CH:28]([C:29](=[O:30])[OH:31])[CH2:34][CH2:35][C:36]([C:37]([C:38]([C:39]([F:40])([F:41])[F:42])([F:43])[F:44])([F:45])[F:46])([F:47])[F:48].